From a dataset of the Open Reaction Database (ORD), a public repository of structured organic reaction records. describe an organic reaction: reactants, conditions, products, and yield Starting materials: O=S(=O)(c1cccc(C(F)(F)F)c1)c1cnc2c(I)cccc2c1, CC(C)(C)OC(=O)N1CCC2CNCC21. Yields the product CC(C)(C)OC(=O)N1CCC2CN(c3cccc4cc(S(=O)(=O)c5cccc(C(F)(F)F)c5)cnc34)CC21. RXN SMILES: [I:16][c:17]1[cH:18][cH:19][cH:20][c:21]2[cH:22][c:23]([S:27](=[O:28])(=[O:29])[c:30]3[cH:31][c:32]([C:36]([F:37])([F:38])[F:39])[cH:33][cH:34][cH:35]3)[cH:24][n:25][c:26]12.[N:1]1([C:9](=[O:10])[O:11][C:12]([CH3:13])([CH3:14])[CH3:15])[CH:2]2[CH:3]([CH2:4][CH2:5]1)[CH2:6][NH:7][CH2:8]2>>[N:1]1([C:9](=[O:10])[O:11][C:12]([CH3:13])([CH3:14])[CH3:15])[CH:2]2[CH:3]([CH2:4][CH2:5]1)[CH2:6][N:7]([c:17]1[cH:18][cH:19][cH:20][c:21]3[cH:22][c:23]([S:27](=[O:28])(=[O:29])[c:30]4[cH:31][c:32]([C:36]([F:37])([F:38])[F:39])[cH:33][cH:34][cH:35]4)[cH:24][n:25][c:26]13)[CH2:8]2. Starting materials: C(C1=CC=CC=C1)(=O)N (benzamide), [H-].[Na+] (NaH), ice water, O1C2C1CC1=CC=C(C=C21)[N+](=O)[O-] (1,2-epoxy-6-nitroindane). The solvent is CN(C)C=O (DMF). Product: C(C1=CC=CC=C1)(=O)N[C@H]1[C@@H](CC2=CC=C(C=C12)[N+](=O)[O-])O (trans-1-benzamido-2-hydroxy-6-nitroindane). As a reaction SMILES: [C:1]([NH2:9])(=[O:8])[C:2]1[CH:7]=[CH:6][CH:5]=[CH:4][CH:3]=1.[H-].[Na+].[O:12]1[CH:14]2[CH2:15][C:16]3[C:21]([CH:13]12)=[CH:20][C:19]([N+:22]([O-:24])=[O:23])=[CH:18][CH:17]=3>CN(C=O)C>[C:1]([NH:9][C@@H:13]1[C:21]2[C:16](=[CH:17][CH:18]=[C:19]([N+:22]([O-:24])=[O:23])[CH:20]=2)[CH2:15][C@H:14]1[OH:12])(=[O:8])[C:2]1[CH:7]=[CH:6][CH:5]=[CH:4][CH:3]=1 |f:1.2|. Procedure: A solution of a benzamide (2 parts) in DMF is treated with NaH (2 parts) and the reaction is stirred until gas evolution ceases. To the reaction is added 1,2-epoxy-6-nitroindane (1 part) and the reaction is stirred over night at 60° C. The reaction is poured into ice-water and extracted with CH2Cl2. The organic extracts are washed with water, dried, and the solvent evaporated. The residue is chromatographed to obtain trans-1-benzamido-2-hydroxy-6-nitroindane. To a solution of the nitroindane (1 ... Starting materials: CC(C)(C)c1ccc(B(O)O)cc1, CCOC(=O)c1ccc2c(c1)CC(C)(C)C(c1cc(F)cc(Br)c1)N2, CCOC(C)=O, [Na+], [Na+], O=C([O-])[O-], C1COCCO1. Product: CCOC(=O)c1ccc2c(c1)CC(C)(C)C(c1cc(F)cc(-c3ccc(C(C)(C)C)cc3)c1)N2. As a reaction SMILES: [C:26]([CH3:27])([CH3:28])([CH3:29])[c:30]1[cH:31][cH:32][c:33]([B:36]([OH:37])[OH:38])[cH:34][cH:35]1.[CH2:1]([CH3:2])[O:3][C:4](=[O:5])[c:6]1[cH:7][c:8]2[c:13]([cH:14][cH:15]1)[NH:12][CH:11]([c:16]1[cH:17][c:18]([Br:23])[cH:19][c:20]([F:22])[cH:21]1)[C:10]([CH3:24])([CH3:25])[CH2:9]2.[CH3:45][CH2:46][O:47][C:48](=[O:49])[CH3:50].[Na+:39].[Na+:40].[O-:41][C:42](=[O:43])[O-:44].[O:51]1[CH2:52][CH2:53][O:54][CH2:55][CH2:56]1>>[CH2:1]([CH3:2])[O:3][C:4](=[O:5])[c:6]1[cH:7][c:8]2[c:13]([cH:14][cH:15]1)[NH:12][CH:11]([c:16]1[cH:17][c:18](-[c:33]3[cH:32][cH:31][c:30]([C:26]([CH3:27])([CH3:28])[CH3:29])[cH:35][cH:34]3)[cH:19][c:20]([F:22])[cH:21]1)[C:10]([CH3:24])([CH3:25])[CH2:9]2. The reactants are N12CCCC(CC1)(C2)C(=O)OCC (Ethyl 1-azabicyclo[3.2.1]oct-5-ylcarboxylate), E7, Cl (hydrochloric acid), S(=O)(Cl)Cl (thionyl chloride), C([O-])([O-])=O.[K+].[K+] (potassium carbonate), N.ClCCl (ammonia dichloromethane), 1h. The solvent is ClCCl (dichloromethane). Product: N12CCCC(CC1)(C2)C(=O)N (1-Azabicyclo[3.2.1]oct-5-ylcarboxamide). The yield is 76.0%. As a reaction SMILES: [N:1]12[CH2:8][C:5]([C:9]([O:11]CC)=O)([CH2:6][CH2:7]1)[CH2:4][CH2:3][CH2:2]2.Cl.S(Cl)(Cl)=O.[NH3:19].ClCCl.C(=O)([O-])[O-].[K+].[K+]>ClCCl>[N:1]12[CH2:8][C:5]([C:9]([NH2:19])=[O:11])([CH2:6][CH2:7]1)[CH2:4][CH2:3][CH2:2]2 |f:3.4,5.6.7|. Reported procedure: Ethyl 1-azabicyclo[3.2.1]oct-5-ylcarboxylate (E7, Example 7 hereinafter, 9.6 g, 0.053 mole) was treated with 8M hydrochloric acid (130 ml) and heated under reflux for 18h. The solution was concentrated in vacuo to give a white solid, which was treated with thionyl chloride (80 ml) and heated under reflux for 6h. The reaction mixture was concentrated in vacuo to leave a red semi-solid, which was suspended in dichloromethane (120 ml), cooled in an ice bath and treated with an excess of ammonia/dic... The reactants are N1=CC=CC2=CC=CC=C12 (quinoline), [H-].[Na+] (sodium hydride), C(C(F)(F)F)O (trifluoroethanol), ClC=1C=CC=C2C(=CC(=NC12)S(=O)(=O)CC)OCC1=CC=C(C=C1)OC (8-chloro-2-ethanesulfonyl-4-(4-methoxy-benzyloxy)-quinoline). Solvent: C(Cl)Cl (CH2Cl2), C1CCOC1 (THF), FC(C(=O)O)(F)F (trifluoroacetic acid). Run at time 1 hour. Yields the product ClC=1C=CC=C2C(=CC(=NC12)OCC(F)(F)F)O (8-chloro-2-(2,2,2-trifluoro-ethoxy)-quinolin-4-ol). The yield is 100.0%. Reaction SMILES: [H-].[Na+].[CH2:3]([OH:8])[C:4]([F:7])([F:6])[F:5].[Cl:9][C:10]1[CH:11]=[CH:12][CH:13]=[C:14]2[C:19]=1[N:18]=[C:17](S(CC)(=O)=O)[CH:16]=[C:15]2[O:25]CC1C=CC(OC)=CC=1.N1C2C(=CC=CC=2)C=CC=1>C1COCC1.C(Cl)Cl.FC(F)(F)C(O)=O>[Cl:9][C:10]1[CH:11]=[CH:12][CH:13]=[C:14]2[C:19]=1[N:18]=[C:17]([O:8][CH2:3][C:4]([F:7])([F:6])[F:5])[CH:16]=[C:15]2[OH:25] |f:0.1|. Procedure: To a solution of sodium hydride (60 wt %, 177 mg, 7.7 mmol) in THF (3 mL) was added trifluoroethanol and 8-chloro-2-ethanesulfonyl-4-(4-methoxy-benzyloxy)-quinoline (300 mg, 0.77 mmol). The reaction was stirred at room temperature for 1 h, quenched with H2O, then diluted with EtOAc and washed with brine. The resulting organic layer was dried over sodium sulfate and concentrated to provide crude 8-Chloro-4-(4-methoxy-benzyloxy)-2-(2,2,2-trifluoro-ethoxy)-quinoline. LCMS found 397.9 [M+H]+. The cr... Yields the product FC=1C=C(C=CC1C)C1=C(C=CC=C1)C1=NN=NN1 (5-(3'-Fluoro-4'-methyl-biphenyl-2-yl)-1H-tetrazole). RXN SMILES: [F:1][C:2]1[CH:3]=[C:4]([C:9]2[CH:16]=[CH:15][CH:14]=[CH:13][C:10]=2[C:11]#[N:12])[CH:5]=[CH:6][C:7]=1[CH3:8].[N-:17]=[N+:18]=[N-:19].[Na+].[Cl-].C([NH+](CC)CC)C>CN(C)C=O>[F:1][C:2]1[CH:3]=[C:4]([C:9]2[CH:16]=[CH:15][CH:14]=[CH:13][C:10]=2[C:11]2[NH:19][N:18]=[N:17][N:12]=2)[CH:5]=[CH:6][C:7]=1[CH3:8] |f:1.2,3.4|. Run in CN(C=O)C (dimethylformamide). Reported procedure: 2.26 g (10.7 mmol) of the compound from Example IV are boiled under reflux with 3.48 g (53.6 mmol) of sodium azide and 7.37 g (53.6 mmol) of triethylammonium chloride in 30 ml of analytical grade dimethylformamide for 24 hours. After cooling, the mixture is partitioned between ether and 1M sulphuric acid, the organic phase is washed with water and dried over sodium sulphate and the solvent is evaporated off. The crude product is extracted by stirring in toluene and, after filtration with suction... Starting materials: [N-]=[N+]=[N-].[Na+] (sodium azide), [Cl-].C(C)[NH+](CC)CC (triethylammonium chloride), FC=1C=C(C=CC1C)C1=C(C#N)C=CC=C1 (2-(3-Fluoro-4-methylphenyl)-benzonitrile). The reactants are CCC(=O)Cl, CCOC(=O)CC(=O)NN, C1CCOC1, CCOC(C)=O. The product is CCOC(=O)CC(=O)NNC(=O)CC. Reaction SMILES: [C:11]([CH2:12][CH3:13])(=[O:14])[Cl:15].[CH2:1]([CH3:2])[O:3][C:4]([CH2:5][C:6](=[O:7])[NH:8][NH2:9])=[O:10].[CH2:22]1[O:23][CH2:24][CH2:25][CH2:26]1.[CH3:16][CH2:17][O:18][C:19](=[O:20])[CH3:21]>>[CH2:1]([CH3:2])[O:3][C:4]([CH2:5][C:6](=[O:7])[NH:8][NH:9][C:11]([CH2:12][CH3:13])=[O:14])=[O:10].